From a dataset of the Open Reaction Database (ORD), a public repository of structured organic reaction records. describe an organic reaction: reactants, conditions, products, and yield Reactants: ClC1=C(C(=CC=C1F)Cl)[C@@H](C)C1=CNC2=NC=C(C=C21)C=2C=NN(C2)CC(=O)O ((4-{3-[(S)-1-(2,6-dichloro-3-fluorophenyl)ethyl]-1H-pyrrolo[2,3-b]pyridin-5-yl}-pyrazol-1-yl)-acetic acid), Cl.CNC (dimethylamine hydrochloride), CN(C)C(=[N+](C)C)ON1C2=C(C=CC=C2)N=N1.[B-](F)(F)(F)F (TBTU), CCN(C(C)C)C(C)C (DIPEA). The solvent is C(Cl)Cl (DCM). Conditions: time 30 minute. The product is ClC1=C(C(=CC=C1F)Cl)[C@@H](C)C1=CNC2=NC=C(C=C21)C=2C=NN(C2)CC(=O)N (2-(4-{3-[(S)-1-(2,6-Dichloro-3-fluorophenyl)ethyl]-1H-pyrrolo[2,3-b]-pyridin-5-yl}-pyrazol-1-yl)-acetamide). As a reaction SMILES: [Cl:1][C:2]1[C:7]([F:8])=[CH:6][CH:5]=[C:4]([Cl:9])[C:3]=1[C@H:10]([C:12]1[C:20]2[C:15](=[N:16][CH:17]=[C:18]([C:21]3[CH:22]=[N:23][N:24]([CH2:26][C:27]([OH:29])=O)[CH:25]=3)[CH:19]=2)[NH:14][CH:13]=1)[CH3:11].Cl.C[NH:32]C.CN(C(ON1N=NC2C=CC=CC1=2)=[N+](C)C)C.[B-](F)(F)(F)F.CCN(C(C)C)C(C)C>C(Cl)Cl>[Cl:1][C:2]1[C:7]([F:8])=[CH:6][CH:5]=[C:4]([Cl:9])[C:3]=1[C@H:10]([C:12]1[C:20]2[C:15](=[N:16][CH:17]=[C:18]([C:21]3[CH:22]=[N:23][N:24]([CH2:26][C:27]([NH2:32])=[O:29])[CH:25]=3)[CH:19]=2)[NH:14][CH:13]=1)[CH3:11] |f:1.2,3.4|. Procedure: A mixture of (4-{3-[(S)-1-(2,6-dichloro-3-fluorophenyl)ethyl]-1H-pyrrolo[2,3-b]pyridin-5-yl}-pyrazol-1-yl)-acetic acid (10.0 mg, 0.0231 mmol), dimethylamine hydrochloride (9.41 mg, 0.115 mmol), TBTU (14.8 mg, 0.0462 mmol), DIPEA (0.021 mL, 0.115 mmol) and DCM (3 mL) was stirred at rt for 30 min. The solution was concentrated in vacuo, redissolved in MeOH and purified via HPLC. The fractions containing the pure product were concentrated in vacuo to afford the title compound as a white solid. 1H N... The reactants are N[C@@H](C(=O)O)CC1CCCCC1 ((2R)-2-amino-3-cyclohexylpropanoic acid), C1(CCCCCC1)NC(=S)N (N-cycloheptylthiourea). Yields the product C1(CCCCCC1)NC=1S[C@H](C(N1)=O)CC1CCCCC1 ((5S)-2-(cycloheptylamino)-5-(cyclohexylmethyl)-1,3-thiazol-4(5H)-one). Reaction SMILES: N[C@H:2]([CH2:6][CH:7]1[CH2:12][CH2:11][CH2:10][CH2:9][CH2:8]1)[C:3]([OH:5])=O.[CH:13]1([NH:20][C:21]([NH2:23])=[S:22])[CH2:19][CH2:18][CH2:17][CH2:16][CH2:15][CH2:14]1>>[CH:13]1([NH:20][C:21]2[S:22][C@@H:2]([CH2:6][CH:7]3[CH2:12][CH2:11][CH2:10][CH2:9][CH2:8]3)[C:3](=[O:5])[N:23]=2)[CH2:19][CH2:18][CH2:17][CH2:16][CH2:15][CH2:14]1. Reported procedure: Synthesis was performed from (2R)-2-amino-3-cyclohexylpropanoic acid and N-cycloheptylthiourea according to Method E and C. The reactants are C(C1=CC=CC=C1)OC1=CC(=C(C(=O)O[C@@H](CCCCCC)C)C=C1)F ((R)-(−)-1-Methyheptyl 4-Benzyloxy-2-fluorobenzoate). The reagents and catalysts are [Pd] (Palladium on charcoal). The solvent is C(C)(=O)OCC (ethyl acetate). Run at time 24 hour. Yields the product OC1=CC(=C(C(=O)O[C@@H](CCCCCC)C)C=C1)F ((R)-(−)-1-Methylheptyl 4-Hydroxy-2-fluorobenzoate). RXN SMILES: C([O:8][C:9]1[CH:25]=[CH:24][C:12]([C:13]([O:15][C@H:16]([CH3:23])[CH2:17][CH2:18][CH2:19][CH2:20][CH2:21][CH3:22])=[O:14])=[C:11]([F:26])[CH:10]=1)C1C=CC=CC=1>[Pd].C(OCC)(=O)C>[OH:8][C:9]1[CH:25]=[CH:24][C:12]([C:13]([O:15][C@H:16]([CH3:23])[CH2:17][CH2:18][CH2:19][CH2:20][CH2:21][CH3:22])=[O:14])=[C:11]([F:26])[CH:10]=1. Reported procedure: 10% Palladium on charcoal (0.3 g), was added to a solution of compound 23 (8.20 g, 23 mmol) in ethyl acetate (200 ml). The solution was evacuated and left stirring with hydrogen at atmospheric pressure for 24 h. The catalyst was filtered off and the solvent removed in vacuo to yield a yellow oil which was purified by column chromatography (dichloromethane) on silica to yield the pure colourless oil. Yield 4.68 g (76%). [α]D=−28.39° at 25° C. Starting materials: C(C)(C)(C)OC(N[C@H](C1=CC=C(C=C1)OC)C(N[C@@H]([C@@H](C)C1=CC=CC=C1)C(NC=1SC=C(N1)C(C)=O)=O)=O)=O ([(R)-[(1S,2S)-1-(4-Acetyl-thiazol-2-ylcarbamoyl)-2-phenyl-propylcarbamoyl]-(4-methoxy-phenyl)-methyl]-carbamic acid tert-butyl ester), FC(C(=O)O)(F)F (Trifluoroacetic acid). Run in ClCCl (dichloromethane). Run at time 1 hour. Yields the product C(C)(=O)C=1N=C(SC1)NC([C@H]([C@@H](C)C1=CC=CC=C1)NC([C@@H](C1=CC=C(C=C1)OC)N)=O)=O ((2S,3S)-N-(4-acetyl-thiazol-2-yl)-2-[(R)-2-amino-2-(4-methoxy-phenyl)-acetylamino]-3-phenyl-butyramide). The yield is 111.3%. RXN SMILES: C(OC(=O)[NH:7][C@@H:8]([C:17](=[O:39])[NH:18][C@H:19]([C:28](=[O:38])[NH:29][C:30]1[S:31][CH:32]=[C:33]([C:35](=[O:37])[CH3:36])[N:34]=1)[C@H:20]([C:22]1[CH:27]=[CH:26][CH:25]=[CH:24][CH:23]=1)[CH3:21])[C:9]1[CH:14]=[CH:13][C:12]([O:15][CH3:16])=[CH:11][CH:10]=1)(C)(C)C.FC(F)(F)C(O)=O>ClCCl>[C:35]([C:33]1[N:34]=[C:30]([NH:29][C:28](=[O:38])[C@@H:19]([NH:18][C:17](=[O:39])[C@H:8]([NH2:7])[C:9]2[CH:14]=[CH:13][C:12]([O:15][CH3:16])=[CH:11][CH:10]=2)[C@H:20]([C:22]2[CH:23]=[CH:24][CH:25]=[CH:26][CH:27]=2)[CH3:21])[S:31][CH:32]=1)(=[O:37])[CH3:36]. Reported procedure: [(R)-[(1S,2S)-1-(4-Acetyl-thiazol-2-ylcarbamoyl)-2-phenyl-propylcarbamoyl]-(4-methoxy-phenyl)-methyl]-carbamic acid tert-butyl ester (3.1 g, 5.2 mmol) was stirred in dichloromethane (50 mL) in an ice-bath. Trifluoroacetic acid (50 mL) was added and the solution was stirred for 1 hour. The reaction mixture was evaporated and the residue was precipitated with hexanes/ether. The mixture was stirred vigorously for 10 minutes and then filtered. The solid was partitioned between aqueous sodium bicarbo... The reactants are CC(C)C[Mg+], CC1(C)COC(c2ccc(C=O)c3ccccc23)OC1, CCOCC, CO, [Cl-], Cl, O. RXN SMILES: [CH2:22]([CH:23]([CH3:24])[CH3:25])[Mg+:26].[CH3:1][C:2]1([CH3:20])[CH2:3][O:4][CH:5]([c:8]2[cH:9][cH:10][c:11]([CH:18]=[O:19])[c:12]3[cH:13][cH:14][cH:15][cH:16][c:17]23)[O:6][CH2:7]1.[CH3:27][CH2:28][O:29][CH2:30][CH3:31].[CH3:32][OH:33].[Cl-:21].[ClH:35].[OH2:34]>>[CH3:1][C:2]1([CH3:20])[CH2:3][O:4][CH:5]([c:8]2[cH:9][cH:10][c:11]([CH:18]([OH:19])[CH2:22][CH:23]([CH3:24])[CH3:25])[c:12]3[cH:13][cH:14][cH:15][cH:16][c:17]23)[O:6][CH2:7]1. Product: CC(C)CC(O)c1ccc(C2OCC(C)(C)CO2)c2ccccc12. The reactants are CS(=O)(=O)c1ccc(F)cc1, [K+], [K+], [Na+], O=C([O-])[O-], [OH-], O, N#Cc1ccc(O)cc1, O=S1(=O)CCCC1. The product is CS(=O)(=O)c1ccc(Oc2ccc(C#N)cc2)cc1. RXN SMILES: [CH3:1][S:2](=[O:3])(=[O:4])[c:5]1[cH:6][cH:7][c:8]([F:11])[cH:9][cH:10]1.[K+:21].[K+:22].[Na+:35].[O-:23][C:24]([O-:25])=[O:26].[OH-:34].[OH2:36].[OH:12][c:13]1[cH:14][cH:15][c:16]([C:19]#[N:20])[cH:17][cH:18]1.[S:27]1(=[O:32])(=[O:33])[CH2:28][CH2:29][CH2:30][CH2:31]1>>[CH3:1][S:2](=[O:3])(=[O:4])[c:5]1[cH:6][cH:7][c:8]([O:12][c:13]2[cH:14][cH:15][c:16]([C:19]#[N:20])[cH:17][cH:18]2)[cH:9][cH:10]1. Reactants: B(Br)(Br)Br (boron tribromide), N1(CCC1)C(=O)C=1C=C(C(=NC1)OC1=CC(=CC(=C1)C=1NC(=CC1)C=1OC(=NN1)C)O[C@H](COC)C)Cl (5-(Azetidin-1-ylcarbonyl)-3-chloro-2-{3-[(1S)-2-methoxy-1-methylethoxy]-5-[5-(5-methyl-1,3,4-oxadiazol-2-yl)-1H-pyrrol-2-yl]phenoxyl}pyridine), [Cl-].[NH4+] (ammonium chloride). Solvent: ClCCl (dichloromethane). Run at time 1 hour. Yields the product N1(CCC1)C(=O)C=1C=C(C(=NC1)OC=1C=C(O[C@H](CO)C)C=C(C1)C=1NC(=CC1)C=1OC(=NN1)C)Cl ((2S)-2-(3-{[5-(Azetidin-1-ylcarbonyl)-3-chloropyridin-2-yl]oxy}-5-[5-(5-methyl-1,3,4-oxadiazol-2-yl)-1H-pyrrol-2-yl]phenoxy)propan-1-ol). The yield is 56.9%. As a reaction SMILES: [N:1]1([C:5]([C:7]2[CH:8]=[C:9]([Cl:37])[C:10]([O:13][C:14]3[CH:19]=[C:18]([C:20]4[NH:21][C:22]([C:25]5[O:26][C:27]([CH3:30])=[N:28][N:29]=5)=[CH:23][CH:24]=4)[CH:17]=[C:16]([O:31][C@@H:32]([CH3:36])[CH2:33][O:34]C)[CH:15]=3)=[N:11][CH:12]=2)=[O:6])[CH2:4][CH2:3][CH2:2]1.B(Br)(Br)Br.[Cl-].[NH4+]>ClCCl>[N:1]1([C:5]([C:7]2[CH:8]=[C:9]([Cl:37])[C:10]([O:13][C:14]3[CH:15]=[C:16]([CH:17]=[C:18]([C:20]4[NH:21][C:22]([C:25]5[O:26][C:27]([CH3:30])=[N:28][N:29]=5)=[CH:23][CH:24]=4)[CH:19]=3)[O:31][C@@H:32]([CH3:36])[CH2:33][OH:34])=[N:11][CH:12]=2)=[O:6])[CH2:4][CH2:3][CH2:2]1 |f:2.3|. Procedure: 5-(Azetidin-1-ylcarbonyl)-3-chloro-2-{3-[(1S)-2-methoxy-1-methylethoxy]-5-[5-(5-methyl-1,3,4-oxadiazol-2-yl)-1H-pyrrol-2-yl]phenoxyl}pyridine (370 mg, 0.706 mmol) synthesized in Example (71b) was dissolved in dichloromethane (10 mL), and boron tribromide (1.0 mol/L dichloromethane solution, 1.10 mL, 1.10 mmol) was added dropwise at −78° C., followed by stirring at room temperature for 1 hour under nitrogen atmosphere. To this reaction solution, a saturated aqueous ammonium chloride solution (20 ... Reactants: C1COCCO1, CO, Cl, O=C(O)c1ccc2nc[nH]c2c1. Product: COC(=O)c1ccc2nc[nH]c2c1. RXN SMILES: [CH2:16]1[O:17][CH2:18][CH2:19][O:20][CH2:21]1.[CH3:13][OH:14].[ClH:15].[n:1]1[cH:2][nH:3][c:4]2[c:5]1[cH:6][cH:7][c:8]([C:10](=[O:11])[OH:12])[cH:9]2>>[n:1]1[cH:2][nH:3][c:4]2[c:5]1[cH:6][cH:7][c:8]([C:10](=[O:11])[O:12][CH3:13])[cH:9]2. Starting materials: Cc1cc(N)c(C(=O)O)cc1S(C)(=O)=O, O=Cc1ccco1. Reaction SMILES: [CH3:8][c:9]1[cH:10][c:11]([NH2:22])[c:12]([C:13](=[O:14])[OH:15])[cH:16][c:17]1[S:18](=[O:19])(=[O:20])[CH3:21].[CH:1]([c:2]1[cH:3][cH:4][cH:5][o:6]1)=[O:7]>>[CH:1]([c:2]1[cH:3][cH:4][cH:5][o:6]1)=[N:22][c:11]1[cH:10][c:9]([CH3:8])[c:17]([S:18](=[O:19])(=[O:20])[CH3:21])[cH:16][c:12]1[C:13](=[O:14])[OH:15]. Yields the product Cc1cc(N=Cc2ccco2)c(C(=O)O)cc1S(C)(=O)=O.